From a dataset of the Open Reaction Database (ORD), a public repository of structured organic reaction records. describe an organic reaction: reactants, conditions, products, and yield Starting materials: C(C1=CC=CC=C1)N (Benzylamine), COC(=O)C=1C=C(C2=C(S(CC3=C(O2)C(=CC(=C3)N(CCCl)C(CCl)=O)Cl)(=O)=O)C1)C (4-Chloro-2-[(2-chloro-acetyl)-(2-chloro-ethyl)-amino]-6-methyl-10,10-dioxo-10,11-dihydro-5-oxa-10lambda*6*-thia-dibenzo[a,d]cycloheptene-8-carboxylic acid methyl ester). Solvent: CN(C)C=O (DMF). Conditions: temperature 80 celsius, time 5 hour. Product: COC(=O)C=1C=C(C2=C(S(CC3=C(O2)C(=CC(=C3)N3C(CN(CC3)CC3=CC=CC=C3)=O)Cl)(=O)=O)C1)C (2-(4-Benzyl-2-oxo-piperazin-1-yl)-4-chloro-6-methyl-10,10-dioxo-10,11-dihydro-5-oxa-10lambda*6*-thia-dibenzo[a,d]cycloheptene-8-carboxylic acid methyl ester). As a reaction SMILES: [CH2:1]([NH2:8])[C:2]1[CH:7]=[CH:6][CH:5]=[CH:4][CH:3]=1.[CH3:9][O:10][C:11]([C:13]1[CH:14]=[C:15]([CH3:39])[C:16]2[O:22][C:21]3[C:23]([Cl:35])=[CH:24][C:25]([N:27]([C:31](=[O:34])[CH2:32]Cl)[CH2:28][CH2:29]Cl)=[CH:26][C:20]=3[CH2:19][S:18](=[O:37])(=[O:36])[C:17]=2[CH:38]=1)=[O:12]>CN(C=O)C>[CH3:9][O:10][C:11]([C:13]1[CH:14]=[C:15]([CH3:39])[C:16]2[O:22][C:21]3[C:23]([Cl:35])=[CH:24][C:25]([N:27]4[CH2:28][CH2:29][N:8]([CH2:1][C:2]5[CH:7]=[CH:6][CH:5]=[CH:4][CH:3]=5)[CH2:32][C:31]4=[O:34])=[CH:26][C:20]=3[CH2:19][S:18](=[O:36])(=[O:37])[C:17]=2[CH:38]=1)=[O:12]. Reported procedure: Benzylamine (0.17 mL, 1.581 mmol) was added to a solution of Example 57k (0.4 g, 0.79 mmol) in DMF (5 mL) and stirred at 80° C. for 5 h. The reaction mixture was concentrated, treated with water and extracted with chloroform. The organic layer was washed with water, brine, dried and concentrated to obtain the crude title compound which was purified using flash chromatography (silica gel, 1% methanol/chloroform). Yield: 125 g, (29.2%); 1H NMR (DMSO-d6): δ 2.68 (s, 3H, CH3), 2.8 (t, 2H, CH2), 3.2 ... Yields the product C(CC)(=O)C(CCCCCCC(=O)O)CCCC(COC1=CC=C(C=C1)F)O (8-Propionyl-12-hydroxy-13-(4-fluorophenoxy)tridecanoic Acid). Procedure details: The synthesis of this compound is carried out by the procedure of Example 4, Step D except that an equivalent quantity of ethyl 8-ethoxycarbonyl-8-propionyl-12-acetoxy-13-(4-fluorophenoxy)tridecanoate is substituted for the methyl 8-acetyl-8-ethoxycarbonyl-12-acetoxy-13-(4-fluorophenoxy)-5-tridecynoate of Example 4, Step D. Reaction SMILES: C(OC([C:6]([C:35](=[O:38])[CH2:36][CH3:37])([CH2:18][CH2:19][CH2:20][CH:21]([O:31]C(=O)C)[CH2:22][O:23][C:24]1[CH:29]=[CH:28][C:27]([F:30])=[CH:26][CH:25]=1)[CH2:7][CH2:8][CH2:9][CH2:10][CH2:11][CH2:12][C:13]([O:15]CC)=[O:14])=O)C.C(C(C(OCC)=O)(CCCC(OC(=O)C)COC1C=CC(F)=CC=1)CC#CCCCC(OC)=O)(=O)C>>[C:35]([CH:6]([CH2:18][CH2:19][CH2:20][CH:21]([OH:31])[CH2:22][O:23][C:24]1[CH:29]=[CH:28][C:27]([F:30])=[CH:26][CH:25]=1)[CH2:7][CH2:8][CH2:9][CH2:10][CH2:11][CH2:12][C:13]([OH:15])=[O:14])(=[O:38])[CH2:36][CH3:37]. Reactants: C(C)OC(=O)C(CCCCCCC(=O)OCC)(CCCC(COC1=CC=C(C=C1)F)OC(C)=O)C(CC)=O (ethyl 8-ethoxycarbonyl-8-propionyl-12-acetoxy-13-(4-fluorophenoxy)tridecanoate), C(C)(=O)C(CC#CCCCC(=O)OC)(CCCC(COC1=CC=C(C=C1)F)OC(C)=O)C(=O)OCC (methyl 8-acetyl-8-ethoxycarbonyl-12-acetoxy-13-(4-fluorophenoxy)-5-tridecynoate). The reactants are P(Br)(Br)Br (Phosphorus tribromide), FC1=CC=C(C=C1)CCO (2-(4-fluorophenyl)ethanol), C([O-])([O-])=O.[Na+].[Na+] (sodium carbonate). Solvent: C(Cl)(Cl)(Cl)Cl (carbon tetrachloride). Product: FC1=CC=C(C=C1)CCBr (2-(4-Fluorophenyl)ethyl Bromide). RXN SMILES: P(Br)(Br)[Br:2].[F:5][C:6]1[CH:11]=[CH:10][C:9]([CH2:12][CH2:13]O)=[CH:8][CH:7]=1.C(=O)([O-])[O-].[Na+].[Na+]>C(Cl)(Cl)(Cl)Cl>[F:5][C:6]1[CH:11]=[CH:10][C:9]([CH2:12][CH2:13][Br:2])=[CH:8][CH:7]=1 |f:2.3.4|. Reported procedure: Phosphorus tribromide (14 g) was added, over 2 minutes, to a solution of 2-(4-fluorophenyl)ethanol (14 g) in carbon tetrachloride (80 ml). The mixture was heated under reflux for 2 hours then cooled in an ice bath. 10% Aqueous sodium carbonate solution was added until all of the solid has dissolved. The mixture was transferred to a separating funnel and the layers were separated. The aqueous layer was extracted with dichloromethane (50 ml) and the organic solutions were combined, dried (MgSO4) a... Starting materials: O=C(O)N1CCC2(CC1)Cc1cc(Cl)ccc1O2, Cl, C1CCOC1, O. Product: Clc1ccc2c(c1)CC1(CCNCC1)O2. RXN SMILES: [Cl:2][c:3]1[cH:4][cH:5][c:6]2[c:7]([cH:19]1)[CH2:8][C:9]1([O:10]2)[CH2:11][CH2:12][N:13]([C:16]([OH:17])=[O:18])[CH2:14][CH2:15]1.[ClH:1].[O:20]1[CH2:21][CH2:22][CH2:23][CH2:24]1.[OH2:25]>>[Cl:2][c:3]1[cH:4][cH:5][c:6]2[c:7]([cH:19]1)[CH2:8][C:9]1([O:10]2)[CH2:11][CH2:12][NH:13][CH2:14][CH2:15]1.